Dataset: the Open Reaction Database (ORD), a public repository of structured organic reaction records. Task: describe an organic reaction: reactants, conditions, products, and yield Reactants: ClCCl, CN1CCCC1=O, CC1(C)CNCCN1, CO, Nc1ncc(-c2nc(N3CCOCC3)c3nc(Cl)n(CC(F)(F)F)c3n2)cn1. Product: CC1(C)CN(c2nc3c(N4CCOCC4)nc(-c4cnc(N)nc4)nc3n2CC(F)(F)F)CCN1. Reaction SMILES: [CH2:46]([Cl:47])[Cl:48].[CH3:1][N:2]1[CH2:3][CH2:4][CH2:5][C:6]1=[O:7].[CH3:36][C:37]1([CH3:43])[NH:38][CH2:39][CH2:40][NH:41][CH2:42]1.[CH3:44][OH:45].[Cl:8][c:9]1[n:10]([CH2:31][C:32]([F:33])([F:34])[F:35])[c:11]2[n:12][c:13](-[c:24]3[cH:25][n:26][c:27]([NH2:30])[n:28][cH:29]3)[n:14][c:15]([N:18]3[CH2:19][CH2:20][O:21][CH2:22][CH2:23]3)[c:16]2[n:17]1>>[c:9]1([N:41]2[CH2:40][CH2:39][NH:38][C:37]([CH3:36])([CH3:43])[CH2:42]2)[n:10]([CH2:31][C:32]([F:33])([F:34])[F:35])[c:11]2[n:12][c:13](-[c:24]3[cH:25][n:26][c:27]([NH2:30])[n:28][cH:29]3)[n:14][c:15]([N:18]3[CH2:19][CH2:20][O:21][CH2:22][CH2:23]3)[c:16]2[n:17]1. The reactants are [H-].C(C(C)C)[Al+]CC(C)C (Diisobutylaluminum hydride), 1-methyl ester, COC(C(C(C(=O)OC)NC(=O)OC(C)(C)C)(C)C)=O (3-tert-butoxycarbonylamino-2,2-dimethyl-succinic acid dimethyl ester), [H-].C(C(C)C)[Al+]CC(C)C (diisobutylaluminum hydride), solution. Run in ClCCl (dichloromethane), ClCCl (dichloromethane). Run at temperature -78 celsius, time 16 hour. Product: C(C)(C)(C)OC(NC(C(CO)(C)C)CO)=O ((3-hydroxy-1-hydroxymethyl-2,2-dimethyl-propyl)-carbamic acid tert-butyl ester). Yield: 29.1%. RXN SMILES: C[O:2][C:3](=O)[C:4]([CH3:19])([CH3:18])[CH:5]([NH:10][C:11]([O:13][C:14]([CH3:17])([CH3:16])[CH3:15])=[O:12])[C:6](OC)=[O:7].[H-].C([Al+]CC(C)C)C(C)C>ClCCl>[C:14]([O:13][C:11](=[O:12])[NH:10][CH:5]([CH2:6][OH:7])[C:4]([CH3:19])([CH3:18])[CH2:3][OH:2])([CH3:17])([CH3:15])[CH3:16] |f:1.2|. Procedure: 1-methyl ester and 3-tert-butoxycarbonylamino-2,2-dimethyl-succinic acid dimethyl ester (0.47 g, 1.53 mmol) was dissolved in dichloromethane (3 mL) and cooled to −78° C. Diisobutylaluminum hydride (3.4 mL of a 1M dichloromethane solution, 3.4 mmol) was slowly added. The reaction mixture was warmed to room temperature with stirring over 16 h. Additional diisobutylaluminum hydride (a total of 6.8 mL of a 1M solution, 6.8 mmol) was added portionwise over the next 24 h until thin layer chromatograph... The product is CN(Cc1ccccc1)C(=O)C(NC(=O)OC(C)(C)C)c1ccccc1. Starting materials: CC(C)(C)OC(=O)NC(C(=O)O)c1ccccc1, CNCc1ccccc1, ClCCl, O, On1nnc2ccccc21. Reaction SMILES: [C:1]([CH3:2])([CH3:3])([CH3:4])[O:5][C:6](=[O:7])[NH:8][CH:9]([C:10](=[O:11])[OH:12])[c:13]1[cH:14][cH:15][cH:16][cH:17][cH:18]1.[CH3:30][NH:31][CH2:32][c:33]1[cH:34][cH:35][cH:36][cH:37][cH:38]1.[Cl:39][CH2:40][Cl:41].[OH2:19].[OH:20][n:21]1[c:22]2[cH:23][cH:24][cH:25][cH:26][c:27]2[n:28][n:29]1>>[C:1]([CH3:2])([CH3:3])([CH3:4])[O:5][C:6](=[O:7])[NH:8][CH:9]([C:10](=[O:12])[N:31]([CH3:30])[CH2:32][c:33]1[cH:34][cH:35][cH:36][cH:37][cH:38]1)[c:13]1[cH:14][cH:15][cH:16][cH:17][cH:18]1.